From a dataset of the Open Reaction Database (ORD), a public repository of structured organic reaction records. describe an organic reaction: reactants, conditions, products, and yield The reactants are NCc1cnc(Cl)s1, CSC(=N[N+](=O)[O-])N(C)C(=O)OC(C)Cl, ClC(Cl)Cl. Product: CC(Cl)OC(=O)N(C)C(=N[N+](=O)[O-])NCc1cnc(Cl)s1. Reaction SMILES: [Cl:16][c:17]1[s:18][c:19]([CH2:22][NH2:23])[cH:20][n:21]1.[Cl:1][CH:2]([CH3:3])[O:4][C:5](=[O:6])[N:7]([C:8]([S:9][CH3:10])=[N:11][N+:12](=[O:13])[O-:14])[CH3:15].[Cl:24][CH:25]([Cl:26])[Cl:27]>>[Cl:1][CH:2]([CH3:3])[O:4][C:5](=[O:6])[N:7]([C:8](=[N:11][N+:12](=[O:13])[O-:14])[NH:23][CH2:22][c:19]1[s:18][c:17]([Cl:16])[n:21][cH:20]1)[CH3:15]. The reactants are BrC1=C(C(=O)O)C=CC=N1 (2-Bromonicotinic acid), C1(=CC=CC=C1)P(C1=CC=CC=C1)C1=CC=CC=C1 (Triphenylphosphine), CO (MeOH), N(=NC(=O)OCC)C(=O)OCC (diethyl azodicarboxylate). The solvent is CCOCC (Et2O). Conditions: time 2 hour. Yields the product BrC1=C(C(=O)OC)C=CC=N1 (methyl 2-bromonicotinate). Yield: 111.0%. Reaction SMILES: [Br:1][C:2]1[N:10]=[CH:9][CH:8]=[CH:7][C:3]=1[C:4]([OH:6])=[O:5].CO.N(C(OCC)=O)=N[C:15](OCC)=O.C1(P(C2C=CC=CC=2)C2C=CC=CC=2)C=CC=CC=1>CCOCC>[Br:1][C:2]1[N:10]=[CH:9][CH:8]=[CH:7][C:3]=1[C:4]([O:6][CH3:15])=[O:5]. Reported procedure: 2-Bromonicotinic acid (7.33 g, 36 mmol) was suspended in dry Et2O (40 mL), and MeOH (2.3 mL) and diethyl azodicarboxylate (5.8 mL, 37 mmol) were added. Triphenylphosphine (9.61 g in 40 mL Et2O, 37 mmol) was added dropwise over 2.5 hours. After stirring an additional two hours, the reaction was filtered and evaporated. The resulting clear liquid was chromatographed on silica gel (10-40% EtOAc/hexanes) to yield a clear oil (8.63 g, 100%). 1H NMR (CDCl13): δ8.49 (dd, 1H, J=4.8, J′=2.2), 8.09 (dd, 1... The reactants are NC1CCN(CC1)CCN1C(C=NC2=CC=C(C=C12)C#N)=O (1-(2-(4-aminopiperidin-1-yl)ethyl)-7-cyanoquinoxalin-2(1H)-one), O1CCOC=2C=NC(=CC21)C=O (2,3-dihydro-1,4-dioxino[2,3-c]pyridine-7-carbaldehyde), C(O)([O-])=O.[Na+] (sodium hydrogen carbonate), C(C)(=O)O[BH-](OC(C)=O)OC(C)=O.[Na+] (sodium triacetoxyborohydride). The solvent is C(C)(=O)O (acetic acid), C(Cl)(Cl)Cl (chloroform). Reaction conditions: time 1 hour. Yields the product O1CCOC=2C=NC(=CC21)CNC2CCN(CC2)CCN2C(C=NC1=CC=C(C=C21)C#N)=O (1-(2-(4-((2,3-dihydro-1,4-dioxino[2,3-c]pyridin-7-yl)methylamino)piperidin-1-yl)ethyl)-7-cyanoquinoxalin-2(1H)-one). Yield: 49.4%. RXN SMILES: [NH2:1][CH:2]1[CH2:7][CH2:6][N:5]([CH2:8][CH2:9][N:10]2[C:19]3[C:14](=[CH:15][CH:16]=[C:17]([C:20]#[N:21])[CH:18]=3)[N:13]=[CH:12][C:11]2=[O:22])[CH2:4][CH2:3]1.[O:23]1[C:32]2[CH:31]=[C:30]([CH:33]=O)[N:29]=[CH:28][C:27]=2[O:26][CH2:25][CH2:24]1.C(O[BH-](OC(=O)C)OC(=O)C)(=O)C.[Na+].C(=O)([O-])O.[Na+]>C(O)(=O)C.C(Cl)(Cl)Cl>[O:23]1[C:32]2[CH:31]=[C:30]([CH2:33][NH:1][CH:2]3[CH2:7][CH2:6][N:5]([CH2:8][CH2:9][N:10]4[C:19]5[C:14](=[CH:15][CH:16]=[C:17]([C:20]#[N:21])[CH:18]=5)[N:13]=[CH:12][C:11]4=[O:22])[CH2:4][CH2:3]3)[N:29]=[CH:28][C:27]=2[O:26][CH2:25][CH2:24]1 |f:2.3,4.5|. Procedure details: To 10 mL of a chloroform solution containing 58 mg of 1-(2-(4-aminopiperidin-1-yl)ethyl)-7-cyanoquinoxalin-2(1H)-one and 35 mg of 2,3-dihydro-1,4-dioxino[2,3-c]pyridine-7-carbaldehyde, 11 μL of acetic acid was added, and stirred at room temperature for 1 hour. To the reaction mixture, 67 mg of sodium triacetoxyborohydride was added, and stirred for 2 hours. Aqueous saturated sodium hydrogen carbonate solution was added, and the solvent was removed under reduced pressure. The residue thus obtaine... Reactants: C(#N)NC(=NCCCSCC=1N=CNC1C)NCCC=1N=CNC1 (N-cyano-N'-2-(imidazol-4-yl)ethyl-N"-[3-[(5-methylimidazol-4-yl)methylthio]propyl]guanidine), Cl (hydrochloric acid). The product is [Cl-].[NH4+] (ammonium chloride), Cl.Cl.Cl.N1C=NC(=C1)CCNC(=N)NCCCSCC=1N=CNC1C (N-[2-(imidazol-4-yl)ethyl]-N'-[3-[(5-methylimidazol-4-yl)methylthio]propyl]guanidine trihydrochloride). As a reaction SMILES: C([NH:3][C:4]([NH:17][CH2:18][CH2:19][C:20]1[N:21]=[CH:22][NH:23][CH:24]=1)=[N:5][CH2:6][CH2:7][CH2:8][S:9][CH2:10][C:11]1[N:12]=[CH:13][NH:14][C:15]=1[CH3:16])#[N:2].[ClH:25]>>[Cl-:25].[NH4+:2].[ClH:25].[ClH:25].[ClH:25].[NH:23]1[CH:24]=[C:20]([CH2:19][CH2:18][NH:17][C:4]([NH:5][CH2:6][CH2:7][CH2:8][S:9][CH2:10][C:11]2[N:12]=[CH:13][NH:14][C:15]=2[CH3:16])=[NH:3])[N:21]=[CH:22]1 |f:2.3,4.5.6.7|. Procedure details: 0.7 g (2.02 mmol) of N-cyano-N'-2-(imidazol-4-yl)ethyl-N"-[3-[(5-methylimidazol-4-yl)methylthio]propyl]guanidine are heated under reflux in 30 ml of 18% hydrochloric acid for 6 hours and evaporated to dryness, leaving 0.98 g (100%) of a turbid oil of ammonium chloride and N-[2-(imidazol-4-yl)ethyl]-N'-[3-[(5-methylimidazol-4-yl)methylthio]propyl]guanidine trihydrochloride as residue. Reactants: C[Si](C)(C)[N-][Si](C)(C)C, COC(=O)C(=O)c1ccc(Cl)c(Cl)c1, c1ccc([P+](CC2CCCC2)(c2ccccc2)c2ccccc2)cc1, [I-], [Na+], C1CCOC1. Yields the product COC(=O)C(=CC1CCCC1)c1ccc(Cl)c(Cl)c1. RXN SMILES: [CH3:27][Si:28]([N-:29][Si:30]([CH3:31])([CH3:32])[CH3:33])([CH3:34])[CH3:35].[CH3:37][O:38][C:39]([C:40](=[O:41])[c:42]1[cH:43][c:44]([Cl:49])[c:45]([Cl:48])[cH:46][cH:47]1)=[O:50].[CH:2]1([CH2:7][P+:8]([c:9]2[cH:10][cH:11][cH:12][cH:13][cH:14]2)([c:15]2[cH:16][cH:17][cH:18][cH:19][cH:20]2)[c:21]2[cH:22][cH:23][cH:24][cH:25][cH:26]2)[CH2:3][CH2:4][CH2:5][CH2:6]1.[I-:1].[Na+:36].[O:51]1[CH2:52][CH2:53][CH2:54][CH2:55]1>>[CH:2]1([CH:7]=[C:40]([C:39]([O:38][CH3:37])=[O:50])[c:42]2[cH:43][c:44]([Cl:49])[c:45]([Cl:48])[cH:46][cH:47]2)[CH2:3][CH2:4][CH2:5][CH2:6]1. Starting materials: Cl (HCl), [H-].[Al+3].[Li+].[H-].[H-].[H-] (Lithium aluminum hydride), BrC1=CC=C(C=C1)NC(C#N)C1=CC=C(C=C1)Cl (2-(4-bromophenylamino)-2-(4-chlorophenyl)acetonitrile). The solvent is C1CCOC1 (THF), C1CCOC1 (THF). Reaction conditions: temperature -78 celsius. The product is MeOH CH2Cl2-, BrC1=CC=C(C=C1)NC(CN)C1=CC=C(C=C1)Cl (N1-(4-bromophenyl)-1-(4-chlorophenyl)ethane-1,2-diamine). Yield: 47.4%. RXN SMILES: [H-].[Al+3].[Li+].[H-].[H-].[H-].[Br:7][C:8]1[CH:13]=[CH:12][C:11]([NH:14][CH:15]([C:18]2[CH:23]=[CH:22][C:21]([Cl:24])=[CH:20][CH:19]=2)[C:16]#[N:17])=[CH:10][CH:9]=1.Cl>C1COCC1>[Br:7][C:8]1[CH:13]=[CH:12][C:11]([NH:14][CH:15]([C:18]2[CH:19]=[CH:20][C:21]([Cl:24])=[CH:22][CH:23]=2)[CH2:16][NH2:17])=[CH:10][CH:9]=1 |f:0.1.2.3.4.5|. Reported procedure: Lithium aluminum hydride (52.9 mL, 52.9 mmol) in THF (1.0M) was added to a solution of 2-(4-bromophenylamino)-2-(4-chlorophenyl)acetonitrile (20.0 g, 62.2 mmol) in THF (311 mL, 62.2 mmol) at −78° C. The reaction was allowed to stir at −78° C. and gradually warmed to room temperature over 4 hours. The reaction mixture was poured into 1N HCl. The solution was then basified and extracted with ethyl acetate (3×). The combined organic layers were washed with brine, dried and concentrated to give an o...